This data is from the Open Reaction Database (ORD), a public repository of structured organic reaction records. The task is: describe an organic reaction: reactants, conditions, products, and yield Reactants: C(C)OC(=O)C=1N=CC=2NC3=CC=C(C=C3C2C1C)C(C1=CC=CC=C1)=O (6-benzoyl-4-methyl-β-carboline-3-carboxylic acid ethyl ester), C(C)(=O)O (acetic acid), [H][H] (hydrogen). The reagents and catalysts are [Pd] (palladium black). Solvent: C(C)O (ethanol). The product is C(C)OC(=O)C=1N=CC=2NC3=CC=C(C=C3C2C1C)CC1=CC=CC=C1 (6-benzyl-4-methyl-β-carboline-3-carboxylic acid ethyl ester). Yield: 10.8%. As a reaction SMILES: [CH2:1]([O:3][C:4]([C:6]1[N:7]=[CH:8][C:9]2[NH:10][C:11]3[C:16]([C:17]=2[C:18]=1[CH3:19])=[CH:15][C:14]([C:20](=O)[C:21]1[CH:26]=[CH:25][CH:24]=[CH:23][CH:22]=1)=[CH:13][CH:12]=3)=[O:5])[CH3:2].C(O)(=O)C.[H][H]>C(O)C.[Pd]>[CH2:1]([O:3][C:4]([C:6]1[N:7]=[CH:8][C:9]2[NH:10][C:11]3[C:16]([C:17]=2[C:18]=1[CH3:19])=[CH:15][C:14]([CH2:20][C:21]1[CH:26]=[CH:25][CH:24]=[CH:23][CH:22]=1)=[CH:13][CH:12]=3)=[O:5])[CH3:2]. Procedure: 260 mg of 6-benzoyl-4-methyl-β-carboline-3-carboxylic acid ethyl ester is hydrogenated in 36 ml of absolute ethanol with 2 ml of glacial acetic acid and 100 mg of palladium black for 2 hours at 10 bar hydrogen pressure at 40°-45° C. After separation of the catalyst, the reaction mixture is evaporated. The residue is chromatographed over silica gel, first with toluene:glacial acetic acid:water=10:10:1 and then with toluene:ethanol:water=80:20:1, thus obtaining 27 mg (11%) of 6-benzyl-4-methyl-β-c... The reactants are O (water), C(C1=CC=CC=C1)OC(=O)N[C@H]1CC2=CC=C(C=C2C1)CN1N=CC(=C1C(F)(F)F)C(=O)OCC ((S)-ethyl 1-((2-(benzyloxycarbonylamino)-2,3-dihydro-1H-inden-5-yl)methyl)-5-(trifluoromethyl)-1H-pyrazole-4-carboxylate), Cl (HCl), C(Cl)Cl (DCM). Reagents/catalysts: [OH-].[Pd+2].[OH-] (Palladium hydroxide). Run in C(C)O (Ethanol). Reaction conditions: time 45 minute. The product is Cl.N[C@H]1CC2=CC=C(C=C2C1)CN1N=CC(=C1C(F)(F)F)C(=O)OCC ((S)-Ethyl 1-((2-amino-2,3-dihydro-1H-inden-5-yl)methyl)-5-(trifluoromethyl)-1H-pyrazole-4-carboxylate hydrochloride). Isolated yield 100.0%. As a reaction SMILES: O.C(OC([NH:12][C@@H:13]1[CH2:21][C:20]2[C:15](=[CH:16][CH:17]=[C:18]([CH2:22][N:23]3[C:27]([C:28]([F:31])([F:30])[F:29])=[C:26]([C:32]([O:34][CH2:35][CH3:36])=[O:33])[CH:25]=[N:24]3)[CH:19]=2)[CH2:14]1)=O)C1C=CC=CC=1.C(Cl)[Cl:38].Cl>C(O)C.[OH-].[Pd+2].[OH-]>[ClH:38].[NH2:12][C@@H:13]1[CH2:21][C:20]2[C:15](=[CH:16][CH:17]=[C:18]([CH2:22][N:23]3[C:27]([C:28]([F:29])([F:30])[F:31])=[C:26]([C:32]([O:34][CH2:35][CH3:36])=[O:33])[CH:25]=[N:24]3)[CH:19]=2)[CH2:14]1 |f:5.6.7,8.9|. Reported procedure: Palladium hydroxide (0.092 mmol, 12.96 mg) was wetted with a small volume of water before addition of (S)-ethyl 1-((2-(benzyloxycarbonylamino)-2,3-dihydro-1H-inden-5-yl)methyl)-5-(trifluoromethyl)-1H-pyrazole-4-carboxylate (0.092 mmol, 45 mg) in Ethanol (5 mL). A small volume DCM was added to aid solubility. Aq. HCl 5N (0.500 ml) was added before the mixture was left to stand at room temp for around 1.5 h before hydrogenating at 2 bar for 45 min. After this time, the mixture was filtered through...